describe an organic reaction: reactants, conditions, products, and yield From a dataset of the Open Reaction Database (ORD), a public repository of structured organic reaction records. The reactants are ClC1=CC=C(C=C1)S(=O)(=O)N[C@H](C(=O)NC1=CC(=CC=C1)C(=O)OCC)CO ((S)-2-(4-chlorobenzenesulfonylamino)-N-(3-ethoxycarbonylphenyl)-3-hydroxypropanamide), S(=O)(=O)(C)Cl (mesyl chloride). Yields the product ClC1=CC=C(C=C1)S(=O)(=O)N[C@H](C(=O)NC1=CC(=CC=C1)C(=O)OCC)COS(=O)(=O)C ((S)-2-(4-chlorobenzenesulfonylamino)-N-(3-ethoxycarbonylphenyl)-3-methanesulfonyloxypropanamide). As a reaction SMILES: [Cl:1][C:2]1[CH:7]=[CH:6][C:5]([S:8]([NH:11][C@@H:12]([CH2:27][OH:28])[C:13]([NH:15][C:16]2[CH:21]=[CH:20][CH:19]=[C:18]([C:22]([O:24][CH2:25][CH3:26])=[O:23])[CH:17]=2)=[O:14])(=[O:10])=[O:9])=[CH:4][CH:3]=1.[S:29](Cl)([CH3:32])(=[O:31])=[O:30]>>[Cl:1][C:2]1[CH:3]=[CH:4][C:5]([S:8]([NH:11][C@@H:12]([CH2:27][O:28][S:29]([CH3:32])(=[O:31])=[O:30])[C:13]([NH:15][C:16]2[CH:21]=[CH:20][CH:19]=[C:18]([C:22]([O:24][CH2:25][CH3:26])=[O:23])[CH:17]=2)=[O:14])(=[O:9])=[O:10])=[CH:6][CH:7]=1. Reported procedure: The procedure described in Example 65 was repeated, except that (S)-2-(4-chlorobenzenesulfonylamino)-N-(3-ethoxycarbonylphenyl)-3-hydroxypropanamide (1.38 g) was reacted with mesyl chloride to obtain (S)-2-(4-chlorobenzenesulfonylamino)-N-(3-ethoxycarbonylphenyl)-3-methanesulfonyloxypropanamide (915 mg).